Dataset: the Open Reaction Database (ORD), a public repository of structured organic reaction records. Task: describe an organic reaction: reactants, conditions, products, and yield Reactants: [Br-], N#Cc1ccc2cc[nH]c2c1, CC[Mg+], CC1(C)C(C(=O)Cl)C1(C)C, [Cl-], [Cl-], [Zn+2]. Product: CC1(C)C(C(=O)c2c[nH]c3cc(C#N)ccc23)C1(C)C. RXN SMILES: [Br-:12].[C:1](#[N:2])[c:3]1[cH:4][cH:5][c:6]2[cH:7][cH:8][nH:9][c:10]2[cH:11]1.[CH2:13]([Mg+:14])[CH3:15].[CH3:16][C:17]1([CH3:25])[CH:18]([C:22](=[O:23])[Cl:24])[C:19]1([CH3:20])[CH3:21].[Cl-:26].[Cl-:28].[Zn+2:27]>>[C:1](#[N:2])[c:3]1[cH:4][cH:5][c:6]2[c:7]([C:22]([CH:18]3[C:17]([CH3:16])([CH3:25])[C:19]3([CH3:20])[CH3:21])=[O:23])[cH:8][nH:9][c:10]2[cH:11]1. Starting materials: FC(C(=O)OC)(C(=O)OC)[C@H]1C=CC[C@@H]1O (dimethyl fluoro[(1S,5S)-5-hydroxycyclopent-2-en-1-yl]propanedioate), [Cl-].[Na+] (sodium chloride), C(C)(=O)O (acetic acid), mixture, FC(C(=O)OC)(C(=O)OC)[C@@H]1C=CC[C@H]1O (dimethyl fluoro[(1R,5R)-5-hydroxycyclopent-2-en-1-yl]propanedioate), FC(C(=O)OC)[C@@H]1C=CC[C@H]1O (methyl fluoro[(1R,5R)-5-hydroxycyclopent-2-en-1-yl]acetate). Run in CS(=O)C (dimethyl sulfoxide). Conditions: temperature 115 celsius, time 5 hour. The product is FC(C(=O)OC)[C@H]1C=CC[C@@H]1O (methyl fluoro[(1S,5S)-5-hydroxycyclopent-2-en-1-yl]acetate). As a reaction SMILES: [Cl-].[Na+].C(O)(=O)C.[F:7][C:8]([C@H:17]1[C@H:21]([OH:22])[CH2:20][CH:19]=[CH:18]1)(C(OC)=O)[C:9]([O:11][CH3:12])=[O:10].FC([C@@H]1[C@@H](O)CC=C1)(C(OC)=O)C(OC)=O.FC([C@H]1[C@H](O)CC=C1)C(OC)=O>CS(C)=O>[F:7][CH:8]([C@@H:17]1[C@@H:21]([OH:22])[CH2:20][CH:19]=[CH:18]1)[C:9]([O:11][CH3:12])=[O:10] |f:0.1|. Procedure: 1 mL of dimethyl sulfoxide, 0.073 g (1.25 mmol) of sodium chloride, and 0.061 g (1.00 mmol) of acetic acid were added to 0.232 g (1.00 mmol) of a mixture of the compound of the formula 8a and the compound of the formula 8b, and the mixture was heated and stirred at 110 to 120° C. for 5 hours. After allowing it to cool, analysis was carried out using a high-performance liquid chromatography, and it was found that 0.146 g (the value quantitatively determined by high performance liquid chromatograp... The reactants are COC=1C=CC(=CC1)P2(=S)SP(=S)(S2)C=3C=CC(=CC3)OC (Lawesson's reagent), C(C)(C)(C)C1=CC=C(CN2C(N(CC2)CC2=CC=C(C=C2)NS(=O)(=O)C)=O)C=C1 (N-{4-[3-(4-tert-butylbenzyl)-2-oxoimidazolidin-1-ylmethyl]-phenyl}methanesulfonamide), C1(=CC=CC=C1)C (toluene). The solvent is O (Water). Reaction conditions: time 8 hour. Yields the product C(C)(C)(C)C1=CC=C(CN2C(N(CC2)CC2=CC=C(C=C2)NS(=O)(=O)C)=S)C=C1 (N-{4-[3-(4-tert-butylbenzyl)-2-thioxoimidazolidinylmethyl]phenyl}-methanesulfonamide). Yield: 79.9%. As a reaction SMILES: COC1C=CC(P2(SP(C3C=CC(OC)=CC=3)(=S)S2)=[S:10])=CC=1.[C:23]([C:27]1[CH:51]=[CH:50][C:30]([CH2:31][N:32]2[CH2:36][CH2:35][N:34]([CH2:37][C:38]3[CH:43]=[CH:42][C:41]([NH:44][S:45]([CH3:48])(=[O:47])=[O:46])=[CH:40][CH:39]=3)[C:33]2=O)=[CH:29][CH:28]=1)([CH3:26])([CH3:25])[CH3:24].C1(C)C=CC=CC=1>O>[C:23]([C:27]1[CH:51]=[CH:50][C:30]([CH2:31][N:32]2[CH2:36][CH2:35][N:34]([CH2:37][C:38]3[CH:43]=[CH:42][C:41]([NH:44][S:45]([CH3:48])(=[O:47])=[O:46])=[CH:40][CH:39]=3)[C:33]2=[S:10])=[CH:29][CH:28]=1)([CH3:26])([CH3:25])[CH3:24]. Reported procedure: Lawesson's reagent (2,4-bis(4-methoxyphenyl)-1,3,2,4-dithiadiphosphetan-2,4-disulfide) (640 mg, 1.58 mmol) was added to a solution of N-{4-[3-(4-tert-butylbenzyl)-2-oxoimidazolidin-1-ylmethyl]phenyl}methanesulfonamide (4) (1008 mg, 2.63 mmol) in abs. toluene (30 mL). The reaction mixture was heated to the boil over a period of 5 h. The reaction mixture was then stirred overnight. Water (40 mL) was added and the mixture was extracted with chloroform (3×30 mL). The combined organic phases were was... Reactants: C1N=C(N2C1CCCC2)C(=O)C2=CC=CC=C2 ((1,5,6,7,8,8a-Hexahydroimidazo[1,5-a]pyridine-3-yl)phenyl ketone), ClC=1C=C(C=CC1)[Mg]Br (m-chlorophenylmagnesium bromide), ClC1=CC=C(C=C1)[Mg]Br (p-chlorophenylmagnesium bromide). Yields the product ClC=1C=C(C=CC1)C(O)(C1=NCC2N1CCCC2)C2=CC=CC=C2 (α-(m-chlorophenyl)-α-phenyl-1,5,6,7,8,8a-hexahydroimidazo[1,5-a]pyridine-3-methanol), ClC1=CC=C(C=C1)C(O)(C1=NCC2N1CCCC2)C2=CC=CC=C2 (α-(p-chlorophenyl)-α-phenyl-1,5,6,7,8,8a-hexahydroimidazo[1,5-a]pyridine 3-methanol). As a reaction SMILES: [CH2:1]1[CH:5]2[CH2:6][CH2:7][CH2:8][CH2:9][N:4]2[C:3]([C:10]([C:12]2[CH:17]=[CH:16][CH:15]=[CH:14][CH:13]=2)=[O:11])=[N:2]1.[Cl:18][C:19]1[CH:20]=[C:21]([Mg]Br)[CH:22]=[CH:23][CH:24]=1.[Cl:27][C:28]1[CH:33]=[CH:32][C:31]([Mg]Br)=[CH:30][CH:29]=1>>[Cl:18][C:19]1[CH:20]=[C:21]([C:10]([C:12]2[CH:17]=[CH:16][CH:15]=[CH:14][CH:13]=2)([C:3]2[N:4]3[CH2:9][CH2:8][CH2:7][CH2:6][CH:5]3[CH2:1][N:2]=2)[OH:11])[CH:22]=[CH:23][CH:24]=1.[Cl:27][C:28]1[CH:33]=[CH:32][C:31]([C:10]([C:12]2[CH:17]=[CH:16][CH:15]=[CH:14][CH:13]=2)([C:3]2[N:4]3[CH2:9][CH2:8][CH2:7][CH2:6][CH:5]3[CH2:1][N:2]=2)[OH:11])=[CH:30][CH:29]=1. Reported procedure: In an analogous manner, reaction of the ketone of Example 2 with m-chlorophenylmagnesium bromide and p-chlorophenylmagnesium bromide gives respectively α-(m-chlorophenyl)-α-phenyl-1,5,6,7,8,8a-hexahydroimidazo[1,5-a]pyridine-3-methanol and α-(p-chlorophenyl)-α-phenyl-1,5,6,7,8,8a-hexahydroimidazo[1,5-a]pyridine 3-methanol. Similarly, reaction of the ketone of Example 2 with p-methoxyphenylmagnesium bromide and o-methylphenylmagnesium bromide gives respectively α-(p-methoxyphenyl)-α-phenyl-1,5,6,...